From a dataset of the Open Reaction Database (ORD), a public repository of structured organic reaction records. describe an organic reaction: reactants, conditions, products, and yield Starting materials: [C@@H]1([C@H](O)[C@@H](O)[C@H](O)[C@H](O1)CO)NC(=O)NCCC (1-(β-D-glucopyranosyl)-3-n-propylurea), sodium ion, N(=O)[O-].[Na+] (sodium nitrite). Run in O (water), C(C)(=O)O (acetic acid). Product: [C@@H]1([C@H](O)[C@@H](O)[C@H](O)[C@H](O1)CO)NC(=O)N(CCC)N=O (1-(β-D-glucopyranosyl)-3-nitroso-3-n-propylurea). The yield is 81.1%. As a reaction SMILES: [C@@H:1]1([NH:12][C:13]([NH:15][CH2:16][CH2:17][CH3:18])=[O:14])[O:9][C@H:8]([CH2:10][OH:11])[C@@H:6]([OH:7])[C@H:4]([OH:5])[C@H:2]1[OH:3].[N:19]([O-])=[O:20].[Na+]>O.C(O)(=O)C>[C@@H:1]1([NH:12][C:13]([N:15]([N:19]=[O:20])[CH2:16][CH2:17][CH3:18])=[O:14])[O:9][C@H:8]([CH2:10][OH:11])[C@@H:6]([OH:7])[C@H:4]([OH:5])[C@H:2]1[OH:3] |f:1.2|. Procedure: 1-(β-D-glucopyranosyl)-3-n-propylurea (1.50 g) was dissolved in a mixture of water (10 ml) and acetic acid (2 ml), and to the resulting solution was added 560 mg (1.5 mol. equivalents) of sodium nitrite at ambient temperature under stirring to effect the nitrosation. The reaction mixture was treated with Amberlite IR-120 (H+ form) for the removal of sodium ion and then concentrated to dryness below 35° C. and under a reduced pressure. Crystallisation of the residue from n-propanol gave 1.35 g of...